From a dataset of the Open Reaction Database (ORD), a public repository of structured organic reaction records. describe an organic reaction: reactants, conditions, products, and yield Starting materials: ice water, ClC=1C=C(C=C(C1OCCCCBr)Cl)OCC=C(Cl)Cl (3,5-dichloro-4-(4-bromobutyloxy)-1-(3,3-dichloro-2-propenyloxy) benzene), ClC1=CC=C(C=C1)O (4-chlorophenol), C([O-])([O-])=O.[K+].[K+] (potassium carbonate), crude product. The solvent is CN(C=O)C (N,N-dimethylformamide). Conditions: time 7 hour. Yields the product ClC=1C=C(C=C(C1OCCCCOC1=CC=C(C=C1)Cl)Cl)OCC=C(Cl)Cl (3,5-dichloro-4-(4-(4-chlorophenoxy) butyloxy)-1-(3,3-dichloro-2-propenyloxy)benzene). Yield: 79.6%. As a reaction SMILES: [Cl:1][C:2]1[CH:3]=[C:4]([O:15][CH2:16][CH:17]=[C:18]([Cl:20])[Cl:19])[CH:5]=[C:6]([Cl:14])[C:7]=1[O:8][CH2:9][CH2:10][CH2:11][CH2:12]Br.[Cl:21][C:22]1[CH:27]=[CH:26][C:25]([OH:28])=[CH:24][CH:23]=1.C(=O)([O-])[O-].[K+].[K+]>CN(C)C=O>[Cl:1][C:2]1[CH:3]=[C:4]([O:15][CH2:16][CH:17]=[C:18]([Cl:20])[Cl:19])[CH:5]=[C:6]([Cl:14])[C:7]=1[O:8][CH2:9][CH2:10][CH2:11][CH2:12][O:28][C:25]1[CH:26]=[CH:27][C:22]([Cl:21])=[CH:23][CH:24]=1 |f:2.3.4|. Reported procedure: A mixture of 0.61 g of 3,5-dichloro-4-(4-bromobutyloxy)-1-(3,3-dichloro-2-propenyloxy) benzene, 0.19 g of 4-chlorophenol, 0.22 g of potassium carbonate and 20 ml of N,N-dimethylformamide was stirred at room temperature. After 7 hours, the reaction mixture was poured into ice-water, and extracted twice with 50 ml of diethyl ether. The combined ether layer was washed with water, dried with anhydrous magnesium sulfate, and concentrated to obtain a crude product. The crude product was subjected to s... Reactants: OCCOC1=CC=C(C=C1)C(=O)C1=CC=C(C=C1)OC ((4-(2-hydroxyethoxy)phenyl)(4-methoxyphenyl)methanone), FC1=CC=C(C=C1)C(=O)C1=CC=C(C=C1)OCCO ((4-fluorophenyl)(4-(2-hydroxyethoxy)phenyl)methanone). The product is OCCOC1=CC=C(C=C1)C(C#C)(O)C1=CC=C(C=C1)OC (1-(4-(2-hydroxyethoxy)phenyl)-1-(4-methoxyphenyl)prop-2-yn-1-ol). RXN SMILES: [OH:1][CH2:2][CH2:3][O:4][C:5]1[CH:10]=[CH:9][C:8]([C:11]([C:13]2[CH:18]=[CH:17][C:16]([O:19][CH3:20])=[CH:15][CH:14]=2)=[O:12])=[CH:7][CH:6]=1.F[C:22]1C=CC(C(C2C=CC(OCCO)=CC=2)=O)=C[CH:23]=1>>[OH:1][CH2:2][CH2:3][O:4][C:5]1[CH:6]=[CH:7][C:8]([C:11]([C:13]2[CH:14]=[CH:15][C:16]([O:19][CH3:20])=[CH:17][CH:18]=2)([OH:12])[C:22]#[CH:23])=[CH:9][CH:10]=1. Procedure details: The procedure of Step 1 of Example 5 of U.S. Pat. No. 7,465,415B2 was followed except that the product of Step 5 above was used in place of (4-fluorophenyl)(4-(2-hydroxyethoxy)phenyl)methanone to produce 1-(4-(2-hydroxyethoxy)phenyl)-1-(4-methoxyphenyl)prop-2-yn-1-ol. The product was used without further purification. The reactants are FC1=C(C=CC(=C1)O)NC(C)=O (N-(2-Fluoro-4-hydroxyphenyl)acetamide), CC=1C=C(C=CC1[N+](=O)[O-])NC(=O)C1(OC1)C (2-methyloxirane-2-carboxylic acid (3-methyl-4-nitrophenyl)amide). Product: C(C)(=O)NC1=C(C=C(OCC(C(=O)NC2=CC(=C(C=C2)[N+](=O)[O-])C)(C)O)C=C1)F (3-(4-Acetylamino-3-fluorophenoxy)-2-hydroxy-2-methyl-N-(3-methyl-4-nitrophenyl)propionamide). As a reaction SMILES: [F:1][C:2]1[CH:7]=[C:6]([OH:8])[CH:5]=[CH:4][C:3]=1[NH:9][C:10](=[O:12])[CH3:11].[CH3:13][C:14]1[CH:15]=[C:16]([NH:23][C:24]([C:26]2([CH3:29])[CH2:28][O:27]2)=[O:25])[CH:17]=[CH:18][C:19]=1[N+:20]([O-:22])=[O:21]>>[C:10]([NH:9][C:3]1[CH:4]=[CH:5][C:6]([O:8][CH2:29][C:26]([OH:27])([CH3:28])[C:24]([NH:23][C:16]2[CH:17]=[CH:18][C:19]([N+:20]([O-:22])=[O:21])=[C:14]([CH3:13])[CH:15]=2)=[O:25])=[CH:7][C:2]=1[F:1])(=[O:12])[CH3:11]. Procedure details: The compound was synthesised according to the procedure described in Example 1c. N-(2-Fluoro-4-hydroxyphenyl)acetamide (0.5 g, 3.0 mmol) and 2-methyloxirane-2-carboxylic acid (3-methyl-4-nitrophenyl)amide (0.6 g, 2.5 mmol) was used as starting materials. The product was crystallised from the mixture of ethyl acetate and diethyl ether (1:1). The yield was 0.39 g. 1H NMR (DMSO-d6): 1.42 (3H, s), 2.02 (3H, s), 2.53 (3H, s), 3.97 (1H, d, J=9.7 Hz), 4.21 (1H, d, J=9.7 Hz), 6.23 (1H, bs), 6.72 (1H, m)...